Dataset: the Open Reaction Database (ORD), a public repository of structured organic reaction records. Task: describe an organic reaction: reactants, conditions, products, and yield The reactants are OC1C(CC(C1O)N1N=NC2=C1N=C(N=C2NC2C(C2)C2=CC=CC=C2)SC)C(=O)NC2=CC=CC=C2 (2,3-Dihydroxy-4-[5-(methylthio)-7-[(2-phenylcyclopropyl)amino]-3H-1,2,3-triazolo[4,5-d]pyrimidin-3-yl]-N-phenyl cyclopentanecarboxamide), C(CC)N (propylamine). The product is OC1C(CC(C1O)N1N=NC2=C1N=C(N=C2NC2C(C2)C2=CC=CC=C2)SC)C(=O)NCCC (2,3-Dihydroxy-4-[5-(methylthio)-7-[(2-phenylcyclopropyl)amino]-3H-1,2,3-triazolo[4,5-d]pyrimidin-3-yl]-N-propyl-cyclopentanecarboxamide). RXN SMILES: [OH:1][CH:2]1[CH:6]([OH:7])[CH:5]([N:8]2[C:12]3[N:13]=[C:14]([S:27][CH3:28])[N:15]=[C:16]([NH:17][CH:18]4[CH2:20][CH:19]4[C:21]4[CH:26]=[CH:25][CH:24]=[CH:23][CH:22]=4)[C:11]=3[N:10]=[N:9]2)[CH2:4][CH:3]1[C:29]([NH:31][C:32]1C=CC=[CH:34][CH:33]=1)=[O:30].C(N)CC>>[OH:1][CH:2]1[CH:6]([OH:7])[CH:5]([N:8]2[C:12]3[N:13]=[C:14]([S:27][CH3:28])[N:15]=[C:16]([NH:17][CH:18]4[CH2:20][CH:19]4[C:21]4[CH:22]=[CH:23][CH:24]=[CH:25][CH:26]=4)[C:11]=3[N:10]=[N:9]2)[CH2:4][CH:3]1[C:29]([NH:31][CH2:32][CH2:33][CH3:34])=[O:30]. Procedure details: The subtitle compound was prepared according to the method of example 39, step a) using the product of example 20, step b) and propylamine. The reactants are ClCCl, COC(=O)c1c(Cl)nc2cc3c(cc2c1CCl)OCCO3, CN1CCNCC1, O. The product is COC(=O)c1c(Cl)nc2cc3c(cc2c1CN1CCN(C)CC1)OCCO3. Reaction SMILES: [CH2:22]([Cl:23])[Cl:24].[CH3:1][O:2][C:3](=[O:4])[c:5]1[c:6]([Cl:21])[n:7][c:8]2[cH:9][c:10]3[c:11]([cH:12][c:13]2[c:14]1[CH2:15][Cl:16])[O:17][CH2:18][CH2:19][O:20]3.[CH3:25][N:26]1[CH2:27][CH2:28][NH:29][CH2:30][CH2:31]1.[OH2:32]>>[CH3:1][O:2][C:3](=[O:4])[c:5]1[c:6]([Cl:21])[n:7][c:8]2[cH:9][c:10]3[c:11]([cH:12][c:13]2[c:14]1[CH2:15][N:29]1[CH2:28][CH2:27][N:26]([CH3:25])[CH2:31][CH2:30]1)[O:17][CH2:18][CH2:19][O:20]3. Reactants: CC(=O)SC1CCC2(C)C(C1)C(=O)CC1C3CCC(=O)C3(C)CCC12, CCC[S-], CO, Cl, [Na+], O. Yields the product CC12CCC3C(CC(=O)C4CC(S)CCC43C)C1CCC2=O. Reaction SMILES: [C:1](=[O:2])([CH3:3])[S:4][CH:5]1[CH2:6][CH:7]2[C:8](=[O:25])[CH2:9][CH:10]3[CH:11]4[CH2:12][CH2:13][C:14](=[O:24])[C:15]4([CH3:16])[CH2:17][CH2:18][CH:19]3[C:20]2([CH3:23])[CH2:21][CH2:22]1.[CH2:26]([S-:27])[CH2:28][CH3:29].[CH3:33][OH:34].[ClH:31].[Na+:30].[OH2:32]>>[SH:4][CH:5]1[CH2:6][CH:7]2[C:8](=[O:25])[CH2:9][CH:10]3[CH:11]4[CH2:12][CH2:13][C:14](=[O:24])[C:15]4([CH3:16])[CH2:17][CH2:18][CH:19]3[C:20]2([CH3:23])[CH2:21][CH2:22]1.